From a dataset of the Open Reaction Database (ORD), a public repository of structured organic reaction records. describe an organic reaction: reactants, conditions, products, and yield Reactants: [Si](C)(C)(C(C)(C)C)OC=1C=C(C(=O)OC)C=C(C1)O[Si](C)(C)C(C)(C)C (Methyl 3,5-di-tert-butyldimethylsilyloxybenzoate), ClCCl.CO (dichloromethane methanol), O (water), [H-].[Al+3].[Li+].[H-].[H-].[H-] (Lithium aluminum hydride). The solvent is CCOCC (ether). Reaction conditions: temperature 10 celsius. Product: [Si](C)(C)(C(C)(C)C)OC=1C=C(CO)C=C(C1)O[Si](C)(C)C(C)(C)C (3,5-Di-tert-butyldimethylsilyloxybenzyl alcohol). The yield is 93.0%. Reaction SMILES: [Si:1]([O:8][C:9]1[CH:10]=[C:11]([CH:16]=[C:17]([O:19][Si:20]([C:23]([CH3:26])([CH3:25])[CH3:24])([CH3:22])[CH3:21])[CH:18]=1)[C:12](OC)=[O:13])([C:4]([CH3:7])([CH3:6])[CH3:5])([CH3:3])[CH3:2].[H-].[Al+3].[Li+].[H-].[H-].[H-].ClCCl.CO.O>CCOCC>[Si:1]([O:8][C:9]1[CH:10]=[C:11]([CH:16]=[C:17]([O:19][Si:20]([C:23]([CH3:26])([CH3:25])[CH3:24])([CH3:21])[CH3:22])[CH:18]=1)[CH2:12][OH:13])([C:4]([CH3:7])([CH3:6])[CH3:5])([CH3:3])[CH3:2] |f:1.2.3.4.5.6,7.8|. Reported procedure: Methyl 3,5-di-tert-butyldimethylsilyloxybenzoate (170 g, 0.429 mole) was dissolved in ether (800 ml) and cooled to 10° C. Lithium aluminum hydride (14.2 g, 0.374 mole) was added in small portions. After 0.5 h TLC revealed complete conversion (dichloromethane:methanol 95:5), and water (20 ml) was added dropwise to destroy the excess of lithium aluminum hydride. Water/formic acid 4:1 (500 ml) was added to dissolve the aluminum salts, the organic layer was separated, and the aqueous layer was extra... Reactants: O (water), N1=CN=C2N=CNC2=C1N (adenine), [OH-].C(CCC)[N+](CCCC)(CCCC)CCCC (tetrabutylammonium hydroxide), CI (methyl iodide). Run in CO (Methanol), C(Cl)Cl (methylene chloride), C(Cl)Cl (methylene chloride), C(Cl)Cl (methylene chloride), C(Cl)Cl (methylene chloride). Run at time 30 minute. The product is CN1C2=NC=NC(=C2N=C1)N (9-methyladenine). Reaction SMILES: [N:1]1[C:9]([NH2:10])=[C:8]2[C:4]([N:5]=[CH:6][NH:7]2)=[N:3][CH:2]=1.[OH-].[CH2:12]([N+](CCCC)(CCCC)CCCC)CCC.CI.O>C(Cl)Cl.CO>[CH3:12][N:5]1[CH:6]=[N:7][C:8]2[C:4]1=[N:3][CH:2]=[N:1][C:9]=2[NH2:10] |f:1.2|. Procedure details: A mixture of 43.2 g (0.23 mol) of adenine and 210 ml of 40% aqueous tetrabutylammonium hydroxide was stirred at room temperature for 30 minutes and 250 ml of methylene chloride was added. To this heterogenous mixture was added 40 ml (0.64 mol) of methyl iodide in 200 ml of methylene chloride. A further 450 ml of methylene chloride was added and the reaction was stirred vigorously for ten hours. The reaction was cooled to 10° and the liquid phase comprising methylene chloride and water was decant... Reactants: C(C)(C)(C)C1=CC(=C(C=N1)C=1N([C@]([C@](N1)(C)C1=CC=C(C=C1)Cl)(C)C1=CC=C(C=C1)Cl)C(=O)Cl)OCC ((4S,5R)-2-(6-tert-butyl-4-ethoxy-pyridin-3-yl)-4,5-bis-(4-chloro-phenyl)-4,5-dimethyl-4,5-dihydro-imidazole-1-carbonyl chloride), C(C)(C)(C)OC(NC1CCNCC1)=O (piperidin-4-yl-carbamic acid tert-butyl ester). Yields the product C(C)(C)(C)OC(NC1CCN(CC1)C(=O)N1C(=N[C@@]([C@@]1(C)C1=CC=C(C=C1)Cl)(C)C1=CC=C(C=C1)Cl)C=1C=NC(=CC1OCC)C(C)(C)C)=O ({1-[(4S,5R)-2-(6-tert-Butyl-4-ethoxy-pyridin-3-yl)-4,5-bis-(4-chloro-phenyl)-4,5-dimethyl-4,5-dihydro-imidazole-1-carbonyl]-piperidin-4-yl}-carbamic acid tert-butyl ester). Reaction SMILES: [C:1]([C:5]1[N:10]=[CH:9][C:8]([C:11]2[N:12]([C:32](Cl)=[O:33])[C@@:13]([C:25]3[CH:30]=[CH:29][C:28]([Cl:31])=[CH:27][CH:26]=3)([CH3:24])[C@@:14]([C:17]3[CH:22]=[CH:21][C:20]([Cl:23])=[CH:19][CH:18]=3)([CH3:16])[N:15]=2)=[C:7]([O:35][CH2:36][CH3:37])[CH:6]=1)([CH3:4])([CH3:3])[CH3:2].[C:38]([O:42][C:43](=[O:51])[NH:44][CH:45]1[CH2:50][CH2:49][NH:48][CH2:47][CH2:46]1)([CH3:41])([CH3:40])[CH3:39]>>[C:38]([O:42][C:43](=[O:51])[NH:44][CH:45]1[CH2:50][CH2:49][N:48]([C:32]([N:12]2[C@@:13]([C:25]3[CH:26]=[CH:27][C:28]([Cl:31])=[CH:29][CH:30]=3)([CH3:24])[C@@:14]([C:17]3[CH:22]=[CH:21][C:20]([Cl:23])=[CH:19][CH:18]=3)([CH3:16])[N:15]=[C:11]2[C:8]2[CH:9]=[N:10][C:5]([C:1]([CH3:2])([CH3:3])[CH3:4])=[CH:6][C:7]=2[O:35][CH2:36][CH3:37])=[O:33])[CH2:47][CH2:46]1)([CH3:41])([CH3:39])[CH3:40]. Reported procedure: In a manner analogous to the method described in example 3, (4S,5R)-2-(6-tert-butyl-4-ethoxy-pyridin-3-yl)-4,5-bis-(4-chloro-phenyl)-4,5-dimethyl-4,5-dihydro-imidazole-1-carbonyl chloride (example 51) was reacted with piperidin-4-yl-carbamic acid tert-butyl ester (Aldrich) to give the title compound. HR-MS (ES, m/z) calculated for C39H50Cl2N5O4 [(M+H)+] 722.3235, observed 722.3233. The reactants are [N+](=O)([O-])C=C(NCCSCC=1SC=CN1)SC (1-nitro-2-methylthio-2-[2-(2-thiazolylmethylthio)ethylamino]ethylene), C(C)N (ethylamine). Solvent: O (water). Product: [N+](=O)([O-])C=C(NCCSCC=1SC=CN1)NCC (1-Nitro-2-ethylamino-2-[2-(2-thiazolylmethylthio)ethylamino]ethylene). RXN SMILES: [N+:1]([CH:4]=[C:5](SC)[NH:6][CH2:7][CH2:8][S:9][CH2:10][C:11]1[S:12][CH:13]=[CH:14][N:15]=1)([O-:3])=[O:2].[CH2:18]([NH2:20])[CH3:19]>O>[N+:1]([CH:4]=[C:5]([NH:20][CH2:18][CH3:19])[NH:6][CH2:7][CH2:8][S:9][CH2:10][C:11]1[S:12][CH:13]=[CH:14][N:15]=1)([O-:3])=[O:2]. Procedure details: Reaction of 1-nitro-2-methylthio-2-[2-(2-thiazolylmethylthio)ethylamino]ethylene (see Example 55(i)) with ethylamine by the procedure of Example 8(ii) gives the title product, m.p. 115°-116° (from water).